Dataset: the Open Reaction Database (ORD), a public repository of structured organic reaction records. Task: describe an organic reaction: reactants, conditions, products, and yield Starting materials: CCC(Br)C(=O)Br, Cc1cccc(C)c1N, O, c1ccccc1. The product is CCC(Br)C(=O)Nc1c(C)cccc1C. RXN SMILES: [Br:1][CH:2]([C:3](=[O:4])[Br:5])[CH2:6][CH3:7].[CH3:8][c:9]1[c:10]([NH2:11])[c:12]([CH3:16])[cH:13][cH:14][cH:15]1.[OH2:17].[cH:18]1[cH:19][cH:20][cH:21][cH:22][cH:23]1>>[Br:1][CH:2]([C:3](=[O:4])[NH:11][c:10]1[c:9]([CH3:8])[cH:15][cH:14][cH:13][c:12]1[CH3:16])[CH2:6][CH3:7]. Reactants: BrC1=C(C=C(C(=C1)F)[N+](=O)[O-])C (1-bromo-5-fluoro-2-methyl-4-nitrobenzene), C([O-])([O-])=O.[Cs+].[Cs+] (cesium carbonate), CC(C)O (2-propanol). Reaction conditions: temperature 50 celsius. The product is BrC1=C(C=C(C(=C1)OC(C)C)[N+](=O)[O-])C (1-bromo-5-isopropoxy-2-methyl-4-nitrobenzene). As a reaction SMILES: [Br:1][C:2]1[CH:7]=[C:6](F)[C:5]([N+:9]([O-:11])=[O:10])=[CH:4][C:3]=1[CH3:12].C(=O)([O-])[O-].[Cs+].[Cs+].[CH3:19][CH:20]([OH:22])[CH3:21]>>[Br:1][C:2]1[CH:7]=[C:6]([O:22][CH:20]([CH3:21])[CH3:19])[C:5]([N+:9]([O-:11])=[O:10])=[CH:4][C:3]=1[CH3:12] |f:1.2.3|. Reported procedure: To a solution of 1-bromo-5-fluoro-2-methyl-4-nitrobenzene (Step 1, 1.5 g, 6.4 mmol) in 2-propanol (30 mL) was added cesium carbonate (5.3 g, 16 mmol). The mixture was heated at 50° C. overnight. The mixture was concentrated and partitioned between ethyl acetate and water. The organic layer was concentrated and the residue was purified with silica gel column chromatography with 5% ethyl acetate in hexanes to afford 1-bromo-5-isopropoxy-2-methyl-4-nitrobenzene as a yellow solid. Reactants: CN1C(NCC1)=NC(=S)NC1=CC=CC=C1 (N-(1-methyl-2-imidazolidinylidene)-N'-phenylthiourea), CI (methyliodide). The solvent is CC(=O)C (acetone). Product: I.CN1C(NCC1)=NC(=NC1=CC=CC=C1)SC (methyl N-(1-methyl-2-imidazolidinylidene)-N'-phenylcarbamimidothioate hydroiodide). Yield: 84.8%. Reaction SMILES: [CH3:1][N:2]1[CH2:6][CH2:5][NH:4][C:3]1=[N:7][C:8]([NH:10][C:11]1[CH:16]=[CH:15][CH:14]=[CH:13][CH:12]=1)=[S:9].[CH3:17][I:18]>CC(C)=O>[IH:18].[CH3:1][N:2]1[CH2:6][CH2:5][NH:4][C:3]1=[N:7][C:8]([S:9][CH3:17])=[N:10][C:11]1[CH:16]=[CH:15][CH:14]=[CH:13][CH:12]=1 |f:3.4|. Procedure: A mixture of 22.0 g (0.094 mole) of N-(1-methyl-2-imidazolidinylidene)-N'-phenylthiourea and 14.9 g (0.105 mole) of methyliodide in 500 ml of acetone is refluxed for 2.5 hours. The reaction mixture is evaporated in vacuo and the oil obtained is crystallized from acetone-ether (1:1) to give 30 g (85%) of methyl N-(1-methyl-2-imidazolidinylidene)-N'-phenylcarbamimidothioate hydroiodide; m.p. 122°-126° C. Reactants: ClCC1=NC=CC(=C1)C(=O)NC=1SC(=C(N1)C=1OC=CC1)C(=O)C1CCOCC1 (2-(chloromethyl)-N-[4-(2-furyl)-5-(tetrahydropyran-4-carbonyl)thiazol-2-yl]pyridine-4-carboxamide), O (water), [H-].[Na+] (sodium hydride), CO (methanol). The solvent is CN(C)C=O (DMF), CN(C)C=O (DMF). Run at temperature 0 celsius, time 10 minute. Product: O1C(=CC=C1)C=1N=C(SC1C(=O)C1CCOCC1)NC(=O)C1=CC(=NC=C1)COC (N-[4-(2-Furyl)-5-(tetrahydropyran-4-carbonyl)thiazol-2-yl]-2-methoxymethylpyridine-4-carboxamide). As a reaction SMILES: [H-].[Na+].[CH3:3][OH:4].Cl[CH2:6][C:7]1[CH:12]=[C:11]([C:13]([NH:15][C:16]2[S:17][C:18]([C:26]([CH:28]3[CH2:33][CH2:32][O:31][CH2:30][CH2:29]3)=[O:27])=[C:19]([C:21]3[O:22][CH:23]=[CH:24][CH:25]=3)[N:20]=2)=[O:14])[CH:10]=[CH:9][N:8]=1.O>CN(C=O)C>[O:22]1[CH:23]=[CH:24][CH:25]=[C:21]1[C:19]1[N:20]=[C:16]([NH:15][C:13]([C:11]2[CH:10]=[CH:9][N:8]=[C:7]([CH2:6][O:4][CH3:3])[CH:12]=2)=[O:14])[S:17][C:18]=1[C:26]([CH:28]1[CH2:33][CH2:32][O:31][CH2:30][CH2:29]1)=[O:27] |f:0.1|. Procedure: Under ice-cooling, 60% sodium hydride (10.0 mg, 0.250 mmol) was dissolved in DMF (1.0 mL), methanol (110 μL, 2.72 mmol) was slowly added dropwise thereto, and the mixture was stirred at 0° C. for 10 min. Then, 2-(chloromethyl)-N-[4-(2-furyl)-5-(tetrahydropyran-4-carbonyl)thiazol-2-yl]pyridine-4-carboxamide (81.0 mg, 0.189 mmol) obtained in step 1 of Reference Example 6, which was dissolved in DMF (1.0 mL), was slowly added dropwise thereto, and the mixture was stirred at room temperature for 5 h... Reactants: OC1=CN(C=CC1=O)C (3-hydroxy-1-methyl-1H-pyridin-4-one), C(=O)([O-])[O-].[K+].[K+] (K2CO3), COC(C(F)(F)F)O (trifluoroacetaldehyde methyl hemiacetal). Reaction conditions: temperature 120 celsius, time 8 hour. Product: OC1=C(N(C=CC1=O)C)C(C(F)(F)F)O (3-Hydroxy-1-methyl-2-(2,2,2-trifluoro-1-hydroxy-ethyl)-1H-pyridin-4-one). The yield is 17.0%. As a reaction SMILES: [OH:1][C:2]1[C:7](=[O:8])[CH:6]=[CH:5][N:4]([CH3:9])[CH:3]=1.C([O-])([O-])=O.[K+].[K+].C[O:17][CH:18](O)[C:19]([F:22])([F:21])[F:20]>>[OH:1][C:2]1[C:7](=[O:8])[CH:6]=[CH:5][N:4]([CH3:9])[C:3]=1[CH:18]([OH:17])[C:19]([F:22])([F:21])[F:20] |f:1.2.3|. Reported procedure: A mixture of 3-hydroxy-1-methyl-1H-pyridin-4-one (7.60 g, 60.7 mmol) and K2CO3 (0.84 g, 6.07 mmol) in trifluoroacetaldehyde methyl hemiacetal (26 mL) was sealed in a parallel reactor and stirred for overnight at 120° C. The reaction mixture was evaporated to dryness, and the residue was purified by flash column chromatography on silica gel using a mixture of isopropyl alcohol and a conc. NH4OH solution (80/20, v/v) as eluant. Pure fractions were combined together and evaporated to give the title...